This data is from the Open Reaction Database (ORD), a public repository of structured organic reaction records. The task is: describe an organic reaction: reactants, conditions, products, and yield Starting materials: c1(cc(ccc1)CO)CC(O)=O. Reagents/catalysts: c1ccc(cc1)-c2c3ccccc3cc4ccccc24 (9-Phenylanthracene), PtO2. Solvent: C(C(F)(F)F)O (2,2,2-Trifluoroethanol). Conditions: temperature 110 celsius, time 18 hour. The product is OCC1CCCC(CC(=O)O)C1. RXN SMILES: [OH:1][CH2:2][c:3]1[cH:12][c:7]([CH2:8][C:9]([OH:11])=[O:10])[cH:6][cH:5][cH:4]1>>[OH:1][CH2:2][CH:3]1[CH2:12][CH:7]([CH2:8][C:9]([OH:11])=[O:10])[CH2:6][CH2:5][CH2:4]1. Reactants: C1=CC=CC=2C3=CC=CC=C3N(C12)C=1C=C(N)C=CC1 (3-(9-carbazolyl)-aniline), C1=CC=CC2=CC3=CC=CC=C3C=C12 (anthracene), C(C)(C)(C)O[Na] (t-BuONa). Reagents/catalysts: C=1C=CC(=CC1)/C=C/C(=O)/C=C/C2=CC=CC=C2.C=1C=CC(=CC1)/C=C/C(=O)/C=C/C2=CC=CC=C2.C=1C=CC(=CC1)/C=C/C(=O)/C=C/C2=CC=CC=C2.[Pd].[Pd] (Pd2DBA3), P(C(C)(C)C)(C(C)(C)C)C(C)(C)C (P(t-Bu)3). The solvent is C1(=CC=CC=C1)C (toluene). Conditions: time 2 hour. Yields the product C1=CC=CC=2C3=CC=CC=C3N(C12)C=1C=C(C=CC1)NC=1C2=CC=CC=C2C=C2C=CC=CC12 (3-(9-carbazolyl)-phenyl,9-anthracenyl amine). The yield is 82.3%. Reaction SMILES: [CH:1]1[C:13]2[N:12]([C:14]3[CH:15]=[C:16]([CH:18]=[CH:19][CH:20]=3)[NH2:17])[C:11]3[C:6](=[CH:7][CH:8]=[CH:9][CH:10]=3)[C:5]=2[CH:4]=[CH:3][CH:2]=1.[CH:21]1[C:34]2[C:25](=[CH:26][C:27]3[C:32]([CH:33]=2)=[CH:31][CH:30]=[CH:29][CH:28]=3)[CH:24]=[CH:23][CH:22]=1.C(O[Na])(C)(C)C>C1C=CC(/C=C/C(/C=C/C2C=CC=CC=2)=O)=CC=1.C1C=CC(/C=C/C(/C=C/C2C=CC=CC=2)=O)=CC=1.C1C=CC(/C=C/C(/C=C/C2C=CC=CC=2)=O)=CC=1.[Pd].[Pd].P(C(C)(C)C)(C(C)(C)C)C(C)(C)C.C1(C)C=CC=CC=1>[CH:1]1[C:13]2[N:12]([C:14]3[CH:15]=[C:16]([NH:17][C:26]4[C:27]5[C:32]([CH:33]=[C:34]6[C:25]=4[CH:24]=[CH:23][CH:22]=[CH:21]6)=[CH:31][CH:30]=[CH:29][CH:28]=5)[CH:18]=[CH:19][CH:20]=3)[C:11]3[C:6](=[CH:7][CH:8]=[CH:9][CH:10]=3)[C:5]=2[CH:4]=[CH:3][CH:2]=1 |f:3.4.5.6.7|. Procedure: Take 1.3 g of the carbazole from step (1c) above (0.005M) in glove box and add 2.3 g anthracene from step (a) above (0.005M). Add 0.05 g Pd2DBA3 (0.05 mM), 0.022 g P(t-Bu)3 (0.11 mM) and 0.55 g t-BuONa and dissolve all into 25 mL toluene. Upon addition of catalyst materials, there is a mild exotherm. Heat in glove box in mantle at 80 C. under nitrogen for 2 hr as a dark brown solution (thick). Cool and work up by basic-alumina chromatography eluting with DCM and collect dark yellow solution with... Reactants: C(C)(C)(C)C1=NC=C(C(=N1)OCC)C=1N(C(C(N1)(C)C1=CC=C(C=C1)Cl)(C)C1=CC=C(C=C1)Cl)C(=O)Cl (rac-(4S*,5R*)-2-(2-tert-butyl-4-ethoxy-pyrimidin-5-yl)-4,5-bis-(4-chloro-phenyl)-4,5-dimethyl-4,5-dihydro-imidazole-1-carbonyl chloride), CS(=O)(=O)CCN1CCNCC1 (1-(2-methanesulfonyl-ethyl)-piperazine). Reaction SMILES: [C:1]([C:5]1[N:10]=[C:9]([O:11][CH2:12][CH3:13])[C:8]([C:14]2[N:15]([C:35](Cl)=[O:36])[C:16]([C:28]3[CH:33]=[CH:32][C:31]([Cl:34])=[CH:30][CH:29]=3)([CH3:27])[C:17]([C:20]3[CH:25]=[CH:24][C:23]([Cl:26])=[CH:22][CH:21]=3)([CH3:19])[N:18]=2)=[CH:7][N:6]=1)([CH3:4])([CH3:3])[CH3:2].[CH3:38][S:39]([CH2:42][CH2:43][N:44]1[CH2:49][CH2:48][NH:47][CH2:46][CH2:45]1)(=[O:41])=[O:40]>>[C:1]([C:5]1[N:10]=[C:9]([O:11][CH2:12][CH3:13])[C:8]([C:14]2[N:15]([C:35]([N:47]3[CH2:46][CH2:45][N:44]([CH2:43][CH2:42][S:39]([CH3:38])(=[O:40])=[O:41])[CH2:49][CH2:48]3)=[O:36])[C@@:16]([C:28]3[CH:33]=[CH:32][C:31]([Cl:34])=[CH:30][CH:29]=3)([CH3:27])[C@@:17]([C:20]3[CH:25]=[CH:24][C:23]([Cl:26])=[CH:22][CH:21]=3)([CH3:19])[N:18]=2)=[CH:7][N:6]=1)([CH3:2])([CH3:3])[CH3:4]. The product is C(C)(C)(C)C1=NC=C(C(=N1)OCC)C=1N([C@]([C@](N1)(C)C1=CC=C(C=C1)Cl)(C)C1=CC=C(C=C1)Cl)C(=O)N1CCN(CC1)CCS(=O)(=O)C (Rac-[(4S*,5R*)-2-(2-tert-Butyl-4-ethoxy-pyrimidin-5-yl)-4,5-bis-(4-chloro-phenyl)-4,5-dimethyl-4,5-dihydro-imidazol-1-yl]-[4-(2-methanesulfonyl-ethyl)-piperazin-1-yl]-methanone). Procedure details: In a manner analogous to the method described in example 3, rac-(4S*,5R*)-2-(2-tert-butyl-4-ethoxy-pyrimidin-5-yl)-4,5-bis-(4-chloro-phenyl)-4,5-dimethyl-4,5-dihydro-imidazole-1-carbonyl chloride was reacted with 1-(2-methanesulfonyl-ethyl)-piperazine (prepared as described in Fotouhi, N. et al. WO 2005110996) to give the title compound. HR-MS (ES, m/z) calculated for C35H45N6O4SCl2 [(M+H)+] 715.2595, observed 715.259. Reactants: CC1=C(C=CC(=C1)C(F)(F)F)NC1CN(C1)C(=O)OC(C)(C)C (tert-butyl 3-((2-methyl-4-(trifluoromethyl)phenyl)amino)azetidine-1-carboxylate), ClC1=C(C(=O)OC)C=C(C=N1)Cl (methyl 2,5-dichloronicotinate). Product: ClC=1C=NC(=C(C(=O)OC)C1)N1CC(C1)NC1=C(C=C(C=C1)C(F)(F)F)C (methyl 5-chloro-2-(3-((2-methyl-4-(trifluoromethyl)phenyl)amino)azetidin-1-yl)nicotinate). Yield: 30.3%. RXN SMILES: [CH3:1][C:2]1[CH:7]=[C:6]([C:8]([F:11])([F:10])[F:9])[CH:5]=[CH:4][C:3]=1[NH:12][CH:13]1[CH2:16][N:15]([C:17](OC(C)(C)C)=O)[CH2:14]1.ClC1[N:34]=[CH:33][C:32]([Cl:35])=[CH:31][C:26]=1[C:27]([O:29][CH3:30])=[O:28]>>[Cl:35][C:32]1[CH:33]=[N:34][C:17]([N:15]2[CH2:14][CH:13]([NH:12][C:3]3[CH:4]=[CH:5][C:6]([C:8]([F:9])([F:10])[F:11])=[CH:7][C:2]=3[CH3:1])[CH2:16]2)=[C:26]([CH:31]=1)[C:27]([O:29][CH3:30])=[O:28]. Procedure details: The title compound (D86) (44 mg) was prepared according to the experimental procedure described in Description 85 starting from tert-butyl 3-((2-methyl-4-(trifluoromethyl)phenyl)amino)azetidine-1-carboxylate (D32) (150 mg, 0.454 mmol) and methyl 2,5-dichloronicotinate (74.92 mg, 0.363 mmol) Starting materials: CC(=O)c1ccccc1B(O)O, COc1ccc(S(=O)(=O)[O-])c(OC)c1-c1ccccc1P(C1CCCCC1)C1CCCCC1, [K+], [K+], [Na+], O=C([O-])[O-], CC(=O)[O-], CC(=O)[O-], O, O=C(O)c1cccc(Cl)c1, [Pd+2]. Yields the product CC(=O)c1ccccc1-c1cccc(C(=O)O)c1. Reaction SMILES: [C:11]([CH3:12])(=[O:13])[c:14]1[c:15]([B:20]([OH:21])[OH:22])[cH:16][cH:17][cH:18][cH:19]1.[CH:23]1([P:24]([CH:25]2[CH2:26][CH2:27][CH2:28][CH2:29][CH2:30]2)[c:31]2[cH:32][cH:33][cH:34][cH:35][c:36]2-[c:37]2[c:38]([O:39][CH3:40])[cH:41][cH:42][c:43]([S:44]([O-:45])(=[O:46])=[O:47])[c:48]2[O:49][CH3:50])[CH2:51][CH2:52][CH2:53][CH2:54][CH2:55]1.[K+:57].[K+:58].[Na+:56].[O-:59][C:60]([O-:61])=[O:62].[O-:64][C:65]([CH3:66])=[O:67].[O-:68][C:69]([CH3:70])=[O:71].[OH2:72].[OH:1][C:2](=[O:3])[c:4]1[cH:5][cH:6][cH:7][c:8]([Cl:9])[cH:10]1.[Pd+2:63]>>[OH:1][C:2](=[O:3])[c:4]1[cH:5][cH:6][cH:7][c:8](-[c:15]2[c:14]([C:11]([CH3:12])=[O:13])[cH:19][cH:18][cH:17][cH:16]2)[cH:10]1. Reactants: C1COCCN1, CS(=O)(=O)Cl, CN(C)c1ccncc1, Cn1nc(C(=O)NCc2ccc(Cl)cc2)c(=O)c2cc(CO)ccc21, CN(C)C=O, O, Cc1cc(C)nc(C)c1. Yields the product Cn1nc(C(=O)NCc2ccc(Cl)cc2)c(=O)c2cc(CN3CCOCC3)ccc21. Reaction SMILES: [CH2:40]1[CH2:41][O:42][CH2:43][CH2:44][NH:45]1.[CH3:35][S:36](=[O:37])(=[O:38])[Cl:39].[CH3:46][N:47]([c:48]1[cH:49][cH:50][n:51][cH:52][cH:53]1)[CH3:54].[Cl:1][c:2]1[cH:3][cH:4][c:5]([CH2:6][NH:7][C:8](=[O:9])[c:10]2[n:11][n:12]([CH3:23])[c:13]3[cH:14][cH:15][c:16]([CH2:21][OH:22])[cH:17][c:18]3[c:19]2=[O:20])[cH:24][cH:25]1.[O:55]=[CH:56][N:57]([CH3:58])[CH3:59].[OH2:60].[n:26]1[c:27]([CH3:28])[cH:29][c:30]([CH3:31])[cH:32][c:33]1[CH3:34]>>[Cl:1][c:2]1[cH:3][cH:4][c:5]([CH2:6][NH:7][C:8](=[O:9])[c:10]2[n:11][n:12]([CH3:23])[c:13]3[cH:14][cH:15][c:16]([CH2:21][N:45]4[CH2:40][CH2:41][O:42][CH2:43][CH2:44]4)[cH:17][c:18]3[c:19]2=[O:20])[cH:24][cH:25]1. Procedure: 1.4 g of (66) was added to a slurry of excess K2CO3 in 100 ml of MeOH. 2 ml of methyl 2-mercaptoacetate was added and the mixture left with stirring overnight. Addition of water precipitated the product, which was washed with MeOH and water to give 640 mg of (67). M.p. 269°-71° C. Run at time 8 hour. Reaction SMILES: Cl[C:2]1[N:3]([CH3:16])[C:4]2[C:9]([C:10]=1[CH:11]=O)=[CH:8][C:7]([N+:13]([O-:15])=[O:14])=[CH:6][CH:5]=2.C([O-])([O-])=O.[K+].[K+].[SH:23][CH2:24][C:25]([O:27][CH3:28])=[O:26].O>CO>[CH3:16][N:3]1[C:4]2[C:9](=[CH:8][C:7]([N+:13]([O-:15])=[O:14])=[CH:6][CH:5]=2)[C:10]2[CH:11]=[C:24]([C:25]([O:27][CH3:28])=[O:26])[S:23][C:2]1=2 |f:1.2.3|. Product: CN1C2=C(C3=CC(=CC=C13)[N+](=O)[O-])C=C(S2)C(=O)OC (Methyl 8-methyl-5-nitrothieno[2,3-b]indole-2-carboxylate). Solvent: CO (MeOH). Reactants: O (water), ClC=1N(C2=CC=C(C=C2C1C=O)[N+](=O)[O-])C (2-Chloro-1-methyl-5-nitroindole-3-carbaldehyde), C(=O)([O-])[O-].[K+].[K+] (K2CO3), SCC(=O)OC (methyl 2-mercaptoacetate). The reactants are O, Cc1ccc(S(=O)(=O)Cl)cc1, c1cc2n(c1)-c1ccsc1CNC2, c1ccncc1. The product is Cc1ccc(S(=O)(=O)N2Cc3sccc3-n3cccc3C2)cc1. RXN SMILES: [OH2:31].[c:1]1([CH3:11])[cH:2][cH:3][c:4]([S:7](=[O:8])(=[O:9])[Cl:10])[cH:5][cH:6]1.[cH:12]1[cH:13][s:14][c:15]2[c:21]1-[n:20]1[c:19]([cH:24][cH:23][cH:22]1)[CH2:18][NH:17][CH2:16]2.[cH:25]1[cH:26][cH:27][n:28][cH:29][cH:30]1>>[c:1]1([CH3:11])[cH:2][cH:3][c:4]([S:7](=[O:8])(=[O:9])[N:17]2[CH2:16][c:15]3[s:14][cH:13][cH:12][c:21]3-[n:20]3[c:19]([cH:24][cH:23][cH:22]3)[CH2:18]2)[cH:5][cH:6]1. Starting materials: BrC1=CC(=C(N)C=C1)Cl (4-bromo-2-chloro-aniline), C[O-].[Na+] (sodium methoxide), Cl (hydrochloric acid). Reagents/catalysts: [Cu](I)I (copper iodide). Run in CO (methanol). Yields the product ClC1=C(N)C=CC(=C1)OC (2-Chloro-4-methoxyaniline). The yield is 41.0%. As a reaction SMILES: Br[C:2]1[CH:8]=[CH:7][C:5]([NH2:6])=[C:4]([Cl:9])[CH:3]=1.[CH3:10][O-:11].[Na+].Cl>CO.[Cu](I)I>[Cl:9][C:4]1[CH:3]=[C:2]([O:11][CH3:10])[CH:8]=[CH:7][C:5]=1[NH2:6] |f:1.2|. Procedure details: A mixture of 4-bromo-2-chloro-aniline (25.0 g, 121 mmol), copper iodide (23.1 g, 121 mmol), and a solution of sodium methoxide in methanol (28%, 125 mL) was stirred for 1 h at 100° C. The reaction mixture was poured into a mixture of hydrochloric acid (6 M, 100 mL) and ice, and washed with ethyl acetate. The aqueous phase was basified with aqueous sodium hydroxide (8 M) and extracted with ethyl acetate. The extracts was washed with brine, dried over sodium sulfate, filtrated, and concentrated in...